This data is from the Open Reaction Database (ORD), a public repository of structured organic reaction records. The task is: describe an organic reaction: reactants, conditions, products, and yield Reported procedure: The title compound is prepared according to the method of Example 7 using 1-iodopentane and racemic 6-hydroxy-α-methyl-2-naphthaleneacetic acid. White crystals are obtained having a melting point of 97°-99° C. Starting materials: ICCCCC (1-iodopentane), OC=1C=C2C=CC(=CC2=CC1)C(C(=O)O)C (racemic 6-hydroxy-α-methyl-2-naphthaleneacetic acid). Product: CC(C(=O)O)C1=CC2=CC=C(C=C2C=C1)OCCCCC (α-Methyl-6-(pentyloxy)-2-naphthaleneacetic acid). RXN SMILES: I[CH2:2][CH2:3][CH2:4][CH2:5][CH3:6].[OH:7][C:8]1[CH:9]=[C:10]2[C:15](=[CH:16][CH:17]=1)[CH:14]=[C:13]([CH:18]([CH3:22])[C:19]([OH:21])=[O:20])[CH:12]=[CH:11]2>>[CH3:22][CH:18]([C:13]1[CH:12]=[CH:11][C:10]2[C:15](=[CH:16][CH:17]=[C:8]([O:7][CH2:2][CH2:3][CH2:4][CH2:5][CH3:6])[CH:9]=2)[CH:14]=1)[C:19]([OH:21])=[O:20]. The reactants are O=S(=O)(Cl)c1cc(Cl)cc(Cl)c1O, NCC(O)(Cn1cncn1)c1ccc(Cl)cc1Cl. Yields the product O=S(=O)(NCC(O)(Cn1cncn1)c1ccc(Cl)cc1Cl)c1cc(Cl)cc(Cl)c1O. As a reaction SMILES: [Cl:19][c:20]1[c:21]([OH:31])[c:22]([S:27](=[O:28])(=[O:29])[Cl:30])[cH:23][c:24]([Cl:26])[cH:25]1.[Cl:1][c:2]1[c:3]([C:9]([CH2:10][n:11]2[n:12][cH:13][n:14][cH:15]2)([CH2:16][NH2:17])[OH:18])[cH:4][cH:5][c:6]([Cl:8])[cH:7]1>>[Cl:1][c:2]1[c:3]([C:9]([CH2:10][n:11]2[n:12][cH:13][n:14][cH:15]2)([CH2:16][NH:17][S:27]([c:22]2[c:21]([OH:31])[c:20]([Cl:19])[cH:25][c:24]([Cl:26])[cH:23]2)(=[O:28])=[O:29])[OH:18])[cH:4][cH:5][c:6]([Cl:8])[cH:7]1. The product is C=CCC1(C)CC(c2cccc(Cl)c2)C(c2ccc(Cl)cc2)N(C(CC)CNCc2ccc(OC)cc2)C1=O. The reactants are CC(=O)O[BH-](OC(C)=O)OC(C)=O, C=CCC1(C)CC(c2cccc(Cl)c2)C(c2ccc(Cl)cc2)N(C(C=O)CC)C1=O, COc1ccc(CN)cc1, [Na+]. RXN SMILES: [C:41]([O:42][BH-:43]([O:44][C:45](=[O:46])[CH3:47])[O:48][C:49](=[O:50])[CH3:51])(=[O:52])[CH3:53].[CH2:1]([CH:2]=[CH2:3])[C:4]1([CH3:30])[C:5](=[O:29])[N:6]([CH:24]([CH:25]=[O:26])[CH2:27][CH3:28])[CH:7]([c:17]2[cH:18][cH:19][c:20]([Cl:23])[cH:21][cH:22]2)[CH:8]([c:10]2[cH:11][c:12]([Cl:16])[cH:13][cH:14][cH:15]2)[CH2:9]1.[CH3:31][O:32][c:33]1[cH:34][cH:35][c:36]([CH2:39][NH2:40])[cH:37][cH:38]1.[Na+:54]>>[CH2:1]([CH:2]=[CH2:3])[C:4]1([CH3:30])[C:5](=[O:29])[N:6]([CH:24]([CH2:25][NH:40][CH2:39][c:36]2[cH:35][cH:34][c:33]([O:32][CH3:31])[cH:38][cH:37]2)[CH2:27][CH3:28])[CH:7]([c:17]2[cH:18][cH:19][c:20]([Cl:23])[cH:21][cH:22]2)[CH:8]([c:10]2[cH:11][c:12]([Cl:16])[cH:13][cH:14][cH:15]2)[CH2:9]1. Reactants: OO (hydrogen peroxide), C(C1=CC=CC=C1)OC(=O)NC(C[C@@H](C(=O)OC)[Se]C1=CC=CC=C1)CF (methyl (S)-4-(benzyloxycarbonylamino)-5-fluoro-2-(phenylselenyl)pentanoate). The solvent is CC(=O)C (acetone). Conditions: temperature 0 celsius, time 1 hour. The product is C(C1=CC=CC=C1)OC(=O)N[C@@H](/C=C/C(=O)OC)CF (methyl (S)-(E)-4-(benzyloxycarbonylamino)-5-fluoro-2-pentenoate). As a reaction SMILES: OO.[CH2:3]([O:10][C:11]([NH:13][CH:14]([CH2:28][F:29])[CH2:15][C@H:16]([Se]C1C=CC=CC=1)[C:17]([O:19][CH3:20])=[O:18])=[O:12])[C:4]1[CH:9]=[CH:8][CH:7]=[CH:6][CH:5]=1>CC(C)=O>[CH2:3]([O:10][C:11]([NH:13][C@H:14]([CH2:28][F:29])/[CH:15]=[CH:16]/[C:17]([O:19][CH3:20])=[O:18])=[O:12])[C:4]1[CH:5]=[CH:6][CH:7]=[CH:8][CH:9]=1. Procedure details: 4.2 ml of 30% hydrogen peroxide solution was added to a stirred solution of 1.4 g of 26A in 25 ml of acetone, at 0° C. The resulting solution was stirred at 0° C. for one hour, warmed to room temperature and the solvent was evaporated. The residue was diluted with 50 ml of cold water and 20 ml of 1N sodium bicarbonate solution and the resulting mixture was extracted with ethyl acetate. The extract was washed successively with water, 1N sodium bicarbonate solution and water, dried (MgSO4) and the... The reactants are [Si](C)(C)(C(C)(C)C)OCCC1=CC(=C(C=O)C=C1)O (4-(2-(tert-butyldimethylsilyloxy)ethyl)-2-hydroxybenzaldehyde), C(C1=CC=CC=C1)Cl (benzyl chloride), C([O-])([O-])=O.[K+].[K+] (potassium carbonate), O (water). Solvent: C(C)(=O)OCC (ethyl acetate). Yields the product C(C1=CC=CC=C1)OC1=C(C=O)C=CC(=C1)CCO[Si](C)(C)C(C)(C)C (2-(benzyloxy)-4-(2-(tert-butyldimethylsilyloxy)ethyl)benzaldehyde). Reaction SMILES: [Si:1]([O:8][CH2:9][CH2:10][C:11]1[CH:18]=[CH:17][C:14]([CH:15]=[O:16])=[C:13]([OH:19])[CH:12]=1)([C:4]([CH3:7])([CH3:6])[CH3:5])([CH3:3])[CH3:2].[CH2:20](Cl)[C:21]1[CH:26]=[CH:25][CH:24]=[CH:23][CH:22]=1.C(=O)([O-])[O-].[K+].[K+].O>C(OCC)(=O)C>[CH2:20]([O:19][C:13]1[CH:12]=[C:11]([CH2:10][CH2:9][O:8][Si:1]([C:4]([CH3:6])([CH3:7])[CH3:5])([CH3:3])[CH3:2])[CH:18]=[CH:17][C:14]=1[CH:15]=[O:16])[C:21]1[CH:26]=[CH:25][CH:24]=[CH:23][CH:22]=1 |f:2.3.4|. Procedure: A combination of (2) (14 g, 0.050 mol), benzyl chloride (6.3 mL, 0.055 mol) and potassium carbonate (20.7 g, 0.15 mol) was heated to 100° C. for 3 h. After cooling to room temperature, water (200 mL) and ethyl acetate (400 mL) were added; the organic layer was separated and washed with water (5×200 mL), dried over MgSO4, filtered and evaporated to dryness under reduced pressure to produce the crude product as a yellow oil. This was used without further purification in the next step.